Dataset: the Open Reaction Database (ORD), a public repository of structured organic reaction records. Task: describe an organic reaction: reactants, conditions, products, and yield Starting materials: BrC=1C(=C2C(=NC1)NC=C2N)F (5-bromo-4-fluoro-1H-pyrrolo[2,3-b]pyridin-3-amine), CN(C(OC(C)(C)C)=O)[C@H]1CNCCC1 ((R)-tert-butyl methyl(piperidin-3-yl)carbamate), C(C)N(C(C)C)C(C)C (N-ethyl-N-isopropylpropan-2-amine). Solvent: CN1CCCC1=O (NMP). Run at temperature 125 celsius, time 20 hour. Product: NC1=CNC2=NC=C(C(=C21)N2C[C@@H](CCC2)N(C(OC(C)(C)C)=O)C)Br ((R)-tert-butyl 1-(3-amino-5-bromo-1H-pyrrolo[2,3-b]pyridin-4-yl)piperidin-3-yl(methyl)carbamate). As a reaction SMILES: [Br:1][C:2]1[C:3](F)=[C:4]2[C:10]([NH2:11])=[CH:9][NH:8][C:5]2=[N:6][CH:7]=1.[CH3:13][N:14]([C@@H:22]1[CH2:27][CH2:26][CH2:25][NH:24][CH2:23]1)[C:15](=[O:21])[O:16][C:17]([CH3:20])([CH3:19])[CH3:18].C(N(C(C)C)C(C)C)C>CN1C(=O)CCC1>[NH2:11][C:10]1[C:4]2[C:5](=[N:6][CH:7]=[C:2]([Br:1])[C:3]=2[N:24]2[CH2:25][CH2:26][CH2:27][C@@H:22]([N:14]([CH3:13])[C:15](=[O:21])[O:16][C:17]([CH3:18])([CH3:19])[CH3:20])[CH2:23]2)[NH:8][CH:9]=1. Procedure details: A 250 mL round bottom flask was charged with 5-bromo-4-fluoro-1H-pyrrolo[2,3-b]pyridin-3-amine (1.00 g, 4.35 mmol; Example 1, Step H), (R)-tert-butyl methyl(piperidin-3-yl)carbamate (1.86 g, 8.69 mmol), N-ethyl-N-isopropylpropan-2-amine (2.27 mL, 13.0 mmol), and NMP (10.8 mL). Nitrogen was bubbled through the mixture for 5 minutes. The reaction was stirred at 125° C. (oil bath) under positive nitrogen atmosphere for 20 hours to provide the crude (R)-tert-butyl 1-(3-amino-5-bromo-1H-pyrrolo[2,3-b... The product is O=C(NCc1cc(C(F)(F)F)cc(C(F)(F)F)c1)c1ccccc1Cc1ccccc1. Starting materials: O=C(n1ccnc1)n1ccnc1, O=C(O)c1ccccc1Cc1ccccc1, NCc1cc(C(F)(F)F)cc(C(F)(F)F)c1, C1CCOC1. As a reaction SMILES: [C:17]([n:18]1[cH:19][cH:20][n:21][cH:22]1)([n:23]1[cH:24][cH:25][n:26][cH:27]1)=[O:28].[CH2:1]([c:2]1[cH:3][cH:4][cH:5][cH:6][cH:7]1)[c:8]1[c:9]([C:10](=[O:11])[OH:12])[cH:13][cH:14][cH:15][cH:16]1.[F:29][C:30]([c:31]1[cH:32][c:33]([CH2:34][NH2:35])[cH:36][c:37]([C:39]([F:40])([F:41])[F:42])[cH:38]1)([F:43])[F:44].[O:45]1[CH2:46][CH2:47][CH2:48][CH2:49]1>>[CH2:1]([c:2]1[cH:3][cH:4][cH:5][cH:6][cH:7]1)[c:8]1[c:9]([C:10](=[O:12])[NH:35][CH2:34][c:33]2[cH:32][c:31]([C:30]([F:29])([F:43])[F:44])[cH:38][c:37]([C:39]([F:40])([F:41])[F:42])[cH:36]2)[cH:13][cH:14][cH:15][cH:16]1. Starting materials: ice, ClC=1C=C(C=O)C=C(C1)O (3-chloro-5-hydroxybenzaldehyde), C([O-])([O-])=O.[K+].[K+] (potassium carbonate), CS(=O)(=O)OCCF ((2-Monofluoroethyl) methanesulfonate). The solvent is CN(C)C=O (DMF), CN(C)C=O (DMF). Reaction conditions: temperature 100 celsius, time 8 hour. Product: ClC=1C=C(C=O)C=C(C1)OCCF (3-Chloro-5-monofluoroethoxybenzaldehyde). The yield is 71.4%. Reaction SMILES: [Cl:1][C:2]1[CH:3]=[C:4]([CH:7]=[C:8]([OH:10])[CH:9]=1)[CH:5]=[O:6].C(=O)([O-])[O-].[K+].[K+].CS(O[CH2:22][CH2:23][F:24])(=O)=O>CN(C=O)C>[Cl:1][C:2]1[CH:3]=[C:4]([CH:7]=[C:8]([O:10][CH2:22][CH2:23][F:24])[CH:9]=1)[CH:5]=[O:6] |f:1.2.3|. Procedure details: To a solution of 3-chloro-5-hydroxybenzaldehyde (8.2 g, 52.5 mmol; see Example 1(ii) above) and potassium carbonate (9.4 g, 68.2 mmol) in DMF (10 mL) under nitrogen was added a solution of (2-monofluoroethyl) methanesulfonate (9.7 g, 68.2 mmol; see step (i) above) in DMF (120 mL) dropwise at room temperature. The mixture was heated to 100° C. for 5 h and then stirred overnight at room temperature. The reaction was cooled to 0° C., poured into ice-cold 2N HCl and extracted with EtOAc. The combine... Reactants: C=CCCl, CC(C)CCCCCCCCCc1ccc(O)cc1. The product is C=CCOc1ccc(CCCCCCCCCC(C)C)cc1. Reaction SMILES: [CH2:1]([CH:2]=[CH2:3])[Cl:4].[CH2:5]([CH2:6][CH2:7][CH2:8][CH2:9][CH2:10][CH2:11][CH2:12][CH2:13][CH:14]([CH3:15])[CH3:16])[c:17]1[cH:18][cH:19][c:20]([OH:23])[cH:21][cH:22]1>>[CH2:1]([CH:2]=[CH2:3])[O:23][c:20]1[cH:19][cH:18][c:17]([CH2:5][CH2:6][CH2:7][CH2:8][CH2:9][CH2:10][CH2:11][CH2:12][CH2:13][CH:14]([CH3:15])[CH3:16])[cH:22][cH:21]1. Starting materials: O.CC(C)(C)OC (water MTBE), ClC(F)F (chlorodifluoromethane), [NH4+].[Cl-] (NH4Cl), COC(C#C)OC (propargylaldehyde dimethyl acetal). Run in CCCCCC (hexane), O1CCCC1 (tetrahydrofuran). Run at temperature -70 celsius, time 30 minute. The product is FC(C#CC(OC)OC)F (1,1-Difluoro-4,4-dimethoxybut-2-yne). The yield is 62.2%. Reaction SMILES: [CH3:1][O:2][CH:3]([O:6][CH3:7])[C:4]#[CH:5].Cl[CH:9]([F:11])[F:10].[NH4+].[Cl-].O.CC(OC)(C)C>CCCCCC.O1CCCC1>[F:10][CH:9]([F:11])[C:5]#[C:4][CH:3]([O:6][CH3:7])[O:2][CH3:1] |f:2.3,4.5|. Reported procedure: At −70° C., an n-buthyllithium solution (2.5 M, in hexane, 260 ml, 0.65 mol) was added dropwise to a solution of propargylaldehyde dimethyl acetal (52.8 g, 0.5 mol) in dried tetrahydrofuran (THF, 1000 ml). The reaction mixture was then stirred at −70° C. for 30 min and cooled to −100° C. At this temperature, chlorodifluoromethane (216.6 g, 2.5 mol) was introduced into the reaction mixture (strongly exothermic). The reaction mixture was slowly warmed to −50° C. and stirred at this temperature for...